Dataset: the Open Reaction Database (ORD), a public repository of structured organic reaction records. Task: describe an organic reaction: reactants, conditions, products, and yield Reactants: NCC(=O)OC(C)(C)C (tert-butyl 2-aminoacetate), CCN(C(C)C)C(C)C (DIEA), C(C)OC([C@H](CC(CC1=CC=C(C=C1)C1=CC(=CC=C1)Cl)N=C=O)C)=O ((S)-5-(3′-chloro-biphenyl-4-yl)-4-isocyanato-2-methyl-pentanoic acid ethyl ester), Cl.C(C)OC([C@H](CC(CC1=CC=C(C=C1)C1=CC(=CC=C1)Cl)N)C)=O ((S)-4-amino-5-(3′-chloro-biphenyl-4-yl)-2-methyl-pentanoic acid ethyl ester hydrochloride), Cl.C(C)OC([C@H](CC(CC1=CC=C(C=C1)C1=CC(=CC=C1)Cl)N)C)=O ((S)-4-amino-5-(3′-chloro-biphenyl-4-yl)-2-methyl-pentanoic acid ethyl ester hydrochloride), ClC(Cl)(OC(OC(Cl)(Cl)Cl)=O)Cl (triphosgene). Solvent: CN(C)C=O (DMF). Reaction conditions: time 5 minute. The product is C(C)OC([C@H](CC(CC1=CC=C(C=C1)C1=CC(=CC=C1)Cl)N=C=O)C)=O ((S)-5-(3′-Chloro-biphenyl-4-yl)-4-isocyanato-2-methyl-pentanoic acid ethyl ester), C(C)OC([C@H](CC(CC1=CC=C(C=C1)C1=CC(=CC=C1)Cl)NC(=O)NCC(=O)OC(C)(C)C)C)=O ((S)-4-(3-tert-butoxycarbonylmethyl-ureido)-5-(3′-chloro-biphenyl-4-yl)-2-methyl-pentanoic acid ethyl ester). As a reaction SMILES: Cl.C(OC(=O)[C@@H](C)CC(N)CC1C=CC(C2C=CC=C(Cl)C=2)=CC=1)C.ClC(Cl)(OC(=O)OC(Cl)(Cl)Cl)Cl.[NH2:38][CH2:39][C:40]([O:42][C:43]([CH3:46])([CH3:45])[CH3:44])=[O:41].CCN(C(C)C)C(C)C.[CH2:56]([O:58][C:59](=[O:81])[C@@H:60]([CH3:80])[CH2:61][CH:62]([N:77]=[C:78]=[O:79])[CH2:63][C:64]1[CH:69]=[CH:68][C:67]([C:70]2[CH:75]=[CH:74][CH:73]=[C:72]([Cl:76])[CH:71]=2)=[CH:66][CH:65]=1)[CH3:57]>CN(C=O)C>[CH2:56]([O:58][C:59](=[O:81])[C@@H:60]([CH3:80])[CH2:61][CH:62]([N:77]=[C:78]=[O:79])[CH2:63][C:64]1[CH:69]=[CH:68][C:67]([C:70]2[CH:75]=[CH:74][CH:73]=[C:72]([Cl:76])[CH:71]=2)=[CH:66][CH:65]=1)[CH3:57].[CH2:56]([O:58][C:59](=[O:81])[C@@H:60]([CH3:80])[CH2:61][CH:62]([NH:77][C:78]([NH:38][CH2:39][C:40]([O:42][C:43]([CH3:46])([CH3:45])[CH3:44])=[O:41])=[O:79])[CH2:63][C:64]1[CH:69]=[CH:68][C:67]([C:70]2[CH:75]=[CH:74][CH:73]=[C:72]([Cl:76])[CH:71]=2)=[CH:66][CH:65]=1)[CH3:57] |f:0.1|. Procedure details: (S)-5-(3′-Chloro-biphenyl-4-yl)-4-isocyanato-2-methyl-pentanoic acid ethyl ester is prepared from (S)-4-amino-5-(3′-chloro-biphenyl-4-yl)-2-methyl-pentanoic acid ethyl ester hydrochloride (Intermediate 31) and triphosgene analogous to the procedure described for Example 6-1. Next, to a solution of tert-butyl 2-aminoacetate (140 mg, 1.065 mmol) in DMF (5 mL) is added DIEA (344 mg, 2.66 mmol). The solution is stirred at room temperature for 5 minutes then (S)-5-(3′-chloro-biphenyl-4-yl)-4-isocyana... Reactants: N#CCC(O)c1ccc(F)c(Br)c1, CCOC(=O)C(F)(F)F. Yields the product O=C(NCCC(O)c1ccc(F)c(Br)c1)C(F)(F)F. As a reaction SMILES: [Br:1][c:2]1[cH:3][c:4]([CH:9]([CH2:10][C:11]#[N:12])[OH:13])[cH:5][cH:6][c:7]1[F:8].[F:14][C:15]([C:16](=[O:17])[O:18][CH2:19][CH3:20])([F:21])[F:22]>>[Br:1][c:2]1[cH:3][c:4]([CH:9]([CH2:10][CH2:11][NH:12][C:16]([C:15]([F:14])([F:21])[F:22])=[O:17])[OH:13])[cH:5][cH:6][c:7]1[F:8]. The reactants are C(#N)CC1(CN(C1)C1=CC(=C(C(=O)N[C@H](C(F)(F)F)C)C=C1F)F)N1N=CC(=C1)C=1C(=NNC1C)C (4-[3-(cyanomethyl)-3-(3′,5′-dimethyl-1H,1′H-4,4′-bipyrazol-1-yl)azetidin-1-yl]-2,5-difluoro-N-[(1S)-2,2,2-trifluoro-1-methylethyl]benzamide), P(O)(O)(O)=O (phosphoric acid), CCCCCCC (n-heptane), CCCCCCC (n-Heptane). Run in CO (methanol), C(C)(C)O (isopropanol), C(C)(C)O (isopropanol). Run at temperature 49.5 celsius, time 19 hour. Yields the product P(O)(O)(O)=O.C(#N)CC1(CN(C1)C1=CC(=C(C(=O)N[C@H](C(F)(F)F)C)C=C1F)F)N1N=CC(=C1)C=1C(=NNC1C)C (4-[3-(cyanomethyl)-3-(3′,5′-dimethyl-1H,1′H-4,4′-bipyrazol-1-yl)azetidin-1-yl]-2,5-difluoro-N-[(1S)-2,2,2-trifluoro-1-methylethyl]benzamide phosphoric acid salt). Isolated yield 89.9%. Reaction SMILES: [C:1]([CH2:3][C:4]1([N:25]2[CH:29]=[C:28]([C:30]3[C:31]([CH3:36])=[N:32][NH:33][C:34]=3[CH3:35])[CH:27]=[N:26]2)[CH2:7][N:6]([C:8]2[C:22]([F:23])=[CH:21][C:11]([C:12]([NH:14][C@@H:15]([CH3:20])[C:16]([F:19])([F:18])[F:17])=[O:13])=[C:10]([F:24])[CH:9]=2)[CH2:5]1)#[N:2].[P:37](=[O:41])([OH:40])([OH:39])[OH:38].CCCCCCC>CO.C(O)(C)C>[P:37](=[O:38])([OH:41])([OH:40])[OH:39].[C:1]([CH2:3][C:4]1([N:25]2[CH:29]=[C:28]([C:30]3[C:34]([CH3:35])=[N:33][NH:32][C:31]=3[CH3:36])[CH:27]=[N:26]2)[CH2:7][N:6]([C:8]2[C:22]([F:23])=[CH:21][C:11]([C:12]([NH:14][C@@H:15]([CH3:20])[C:16]([F:19])([F:18])[F:17])=[O:13])=[C:10]([F:24])[CH:9]=2)[CH2:5]1)#[N:2] |f:5.6|. Procedure details: To a clear solution of 4-[3-(cyanomethyl)-3-(3′,5′-dimethyl-1H,1′H-4,4′-bipyrazol-1-yl)azetidin-1-yl]-2,5-difluoro-N-[(1S)-2,2,2-trifluoro-1-methylethyl]benzamide (405.0 g, 798.1 mmol) in methanol (520.0 mL) and isopropanol (2550.0 mL) at 50° C. was added an aqueous solution of 85% phosphoric acid (119.65 g, 1037.8 mmol) in isopropanol (120.0 mL) over 18 minutes to form a slurry. The resulting slurry was stirred at 50° C. for 1 h. n-Heptane (4050.0 mL) was then added to the slurry over 40 min, w... Reactants: C(C)(C)(C)OC(NC1=C(C=C(C(=C1)N(C)CC(C)C)C)NC(CC(C1=CC(=CC=C1)N1N=CN=C1COC1OCCCC1)=O)=O)=O ((RS)-[5-(isobutyl-methyl-amino)-4-methyl-2-(3-oxo-3-{3-[5-(tetrahydro-pyran-2-yloxymethyl)-[1,2,4]triazol-1-yl]-phenyl}-propionylamino)-phenyl]-carbamic acid tert-butyl ester), C(=O)(C(F)(F)F)O (TFA). Solvent: C(Cl)Cl (CH2Cl2). Yields the product OCC1=NC=NN1C=1C=C(C=CC1)C1=NC2=C(NC(C1)=O)C=C(C(=C2)N(C)CC(C)C)C (4-[3-(5-Hydroxymethyl-[1,2,4]triazol-1-yl)-phenyl]-7-(isobutyl-methyl-amino)-8-methyl-1,3-dihydro-benzo[b][1,4]diazepin-2-one). Isolated yield 73.5%. RXN SMILES: C(OC(=O)[NH:7][C:8]1[CH:13]=[C:12]([N:14]([CH2:16][CH:17]([CH3:19])[CH3:18])[CH3:15])[C:11]([CH3:20])=[CH:10][C:9]=1[NH:21][C:22](=[O:45])[CH2:23][C:24](=O)[C:25]1[CH:30]=[CH:29][CH:28]=[C:27]([N:31]2[C:35]([CH2:36][O:37]C3CCCCO3)=[N:34][CH:33]=[N:32]2)[CH:26]=1)(C)(C)C.C(O)(C(F)(F)F)=O>C(Cl)Cl>[OH:37][CH2:36][C:35]1[N:31]([C:27]2[CH:26]=[C:25]([C:24]3[CH2:23][C:22](=[O:45])[NH:21][C:9]4[CH:10]=[C:11]([CH3:20])[C:12]([N:14]([CH2:16][CH:17]([CH3:19])[CH3:18])[CH3:15])=[CH:13][C:8]=4[N:7]=3)[CH:30]=[CH:29][CH:28]=2)[N:32]=[CH:33][N:34]=1. Procedure: Prepared from (RS)-[5-(isobutyl-methyl-amino)-4-methyl-2-(3-oxo-3-{3-[5-(tetrahydro-pyran-2-yloxymethyl)-[1,2,4]triazol-1-yl]-phenyl}-propionylamino)-phenyl]-carbamic acid tert-butyl ester (Example M116) (0.96 g, 1.51 mmol) by treatment with TFA in CH2Cl2 according to the general procedure N. Obtained as a pale brown solid (480 mg, 73%).